From a dataset of the Open Reaction Database (ORD), a public repository of structured organic reaction records. describe an organic reaction: reactants, conditions, products, and yield Procedure: 6.7 g (26.8 mmol) of 2-(3-nitrobenzylidene)-acetoacetic acid methyl ester and 6.0 g (26.8 mmol) of 3-amino-crotonic acid-(7-cyanoheptyl)ester are boiled in 50 ml of isopropanol for 12 hours. The precipitate which separates is suction filtered and chromatographed on silica gel with dichloromethane/methanol (98:2). The main fraction yields 7.9 g (65%) of yellow crystals melting at 151°-152° C. after concentration of the fraction by evaporation under vacuum and recrystallisation of the residue from... As a reaction SMILES: [CH3:1][O:2][C:3](=[O:18])[C:4](=[CH:8][C:9]1[CH:14]=[CH:13][CH:12]=[C:11]([N+:15]([O-:17])=[O:16])[CH:10]=1)[C:5]([CH3:7])=O.[C:19]([CH2:21][CH2:22][CH2:23][CH2:24][CH2:25][CH2:26][CH2:27][O:28][C:29](=[O:34])/[CH:30]=[C:31](\[NH2:33])/[CH3:32])#[N:20]>C(O)(C)C>[CH3:7][C:5]1[NH:33][C:31]([CH3:32])=[C:30]([C:29]([O:28][CH2:27][CH2:26][CH2:25][CH2:24][CH2:23][CH2:22][CH2:21][C:19]#[N:20])=[O:34])[CH:8]([C:9]2[CH:14]=[CH:13][CH:12]=[C:11]([N+:15]([O-:17])=[O:16])[CH:10]=2)[C:4]=1[C:3]([O:2][CH3:1])=[O:18]. The solvent is C(C)(C)O (isopropanol). Starting materials: COC(C(C(=O)C)=CC1=CC(=CC=C1)[N+](=O)[O-])=O (2-(3-nitrobenzylidene)-acetoacetic acid methyl ester), C(#N)CCCCCCCOC(\C=C(\C)/N)=O (3-amino-crotonic acid-(7-cyanoheptyl)ester). The product is CC=1NC(=C(C(C1C(=O)OC)C1=CC(=CC=C1)[N+](=O)[O-])C(=O)OCCCCCCCC#N)C (1,4-Dihydro-2,6-dimethyl-3-methoxycarbonyl-4-(3-nitrophenyl)-5-(7-cyanoheptyloxy)carbonyl-pyridine). The yield is 64.7%. Reactants: C(C)(=O)C=1C=NC=CC1 (3-acetylpyridine), ClC(COC(=O)Cl)(Cl)Cl (2,2,2-trichloroethylchloroformate), CC=1NC(CSC1)=O (5-methyl-2H-1,4-thiazin-3(4H)-one), Example 2 ( i ). The product is CC=1NC(CSC1C1C(=CN(C=C1)C(=O)OCC(Cl)(Cl)Cl)C(C)=O)=O (5-methyl-6-[1-(2,2,2-trichloroethoxycarbonyl)-3-acetyl-1,4-dihydro-4-pyridinyl]-2H-1,4-thiazin -3(4H)-one). Isolated yield 42.0%. RXN SMILES: [C:1]([C:4]1[CH:5]=[N:6][CH:7]=[CH:8][CH:9]=1)(=[O:3])[CH3:2].[Cl:10][C:11]([Cl:18])([Cl:17])[CH2:12][O:13][C:14](Cl)=[O:15].[CH3:19][C:20]1[NH:21][C:22](=[O:26])[CH2:23][S:24][CH:25]=1>>[CH3:19][C:20]1[NH:21][C:22](=[O:26])[CH2:23][S:24][C:25]=1[CH:9]1[CH:8]=[CH:7][N:6]([C:14]([O:13][CH2:12][C:11]([Cl:18])([Cl:17])[Cl:10])=[O:15])[CH:5]=[C:4]1[C:1](=[O:3])[CH3:2]. Reported procedure: A mixture of 3-acetylpyridine (2.18 ml), 2,2,2-trichloroethylchloroformate (3.44 ml) and 5-methyl-2H-1,4-thiazin-3(4H)-one (1.29 g) was treated in the same manner as described in Example 2 (i) to give the titled compound (1.77 g, yield 42%) as pale yellow crystals. Ethyl acetate-n-hexane (=1:1) was used as a developing eluant. Reactants: Cc1ccccc1, CCOC(C)=O, CC(C)OC(=O)N1CCC(Oc2ccnc3c(Cl)cccc23)CC1, CC(C)Oc1ccc(B(O)O)cc1, [Na+], [Na+], O=C([O-])[O-], [Pd], c1ccc(P(c2ccccc2)c2ccccc2)cc1, c1ccc(P(c2ccccc2)c2ccccc2)cc1, c1ccc(P(c2ccccc2)c2ccccc2)cc1, c1ccc(P(c2ccccc2)c2ccccc2)cc1. The product is CC(C)OC(=O)N1CCC(Oc2ccnc3c(-c4ccc(OC(C)C)cc4)cccc23)CC1. RXN SMILES: [CH3:44][c:45]1[cH:46][cH:47][cH:48][cH:49][cH:50]1.[CH3:51][CH2:52][O:53][C:54](=[O:55])[CH3:56].[CH:1]([CH3:2])([CH3:3])[O:4][C:5](=[O:6])[N:7]1[CH2:8][CH2:9][CH:10]([O:13][c:14]2[cH:15][cH:16][n:17][c:18]3[c:19]([Cl:24])[cH:20][cH:21][cH:22][c:23]23)[CH2:11][CH2:12]1.[CH:25]([CH3:26])([CH3:27])[O:28][c:29]1[cH:30][cH:31][c:32]([B:35]([OH:36])[OH:37])[cH:33][cH:34]1.[Na+:38].[Na+:39].[O-:40][C:41](=[O:42])[O-:43].[Pd:57].[c:115]1([P:116]([c:117]2[cH:118][cH:119][cH:120][cH:121][cH:122]2)[c:123]2[cH:124][cH:125][cH:126][cH:127][cH:128]2)[cH:129][cH:130][cH:131][cH:132][cH:133]1.[c:58]1([P:59]([c:60]2[cH:61][cH:62][cH:63][cH:64][cH:65]2)[c:66]2[cH:67][cH:68][cH:69][cH:70][cH:71]2)[cH:72][cH:73][cH:74][cH:75][cH:76]1.[c:77]1([P:78]([c:79]2[cH:80][cH:81][cH:82][cH:83][cH:84]2)[c:85]2[cH:86][cH:87][cH:88][cH:89][cH:90]2)[cH:91][cH:92][cH:93][cH:94][cH:95]1.[c:96]1([P:97]([c:98]2[cH:99][cH:100][cH:101][cH:102][cH:103]2)[c:104]2[cH:105][cH:106][cH:107][cH:108][cH:109]2)[cH:110][cH:111][cH:112][cH:113][cH:114]1>>[CH:1]([CH3:2])([CH3:3])[O:4][C:5](=[O:6])[N:7]1[CH2:8][CH2:9][CH:10]([O:13][c:14]2[cH:15][cH:16][n:17][c:18]3[c:19](-[c:32]4[cH:31][cH:30][c:29]([O:28][CH:25]([CH3:26])[CH3:27])[cH:34][cH:33]4)[cH:20][cH:21][cH:22][c:23]23)[CH2:11][CH2:12]1. The reactants are C(C)(C)(C)S(=O)N1C(C2(CC1C1=CC=CC=C1)CCN(CC2)C(=O)OC(C)(C)C)=O (tert-butyl 2-(tert-butylsulfinyl)-1-oxo-3-phenyl-2,8-diazaspiro[4.5]decane-8-carboxylate), Cl (HCl). Run in CO (methanol), O1CCOCC1 (dioxane). The product is Cl.Cl.C1(=CC=CC=C1)C1NC(C2(C1)CCNCC2)=O (3-Phenyl-2,8-diazaspiro[4.5]decan-1-one dihydrochloride). RXN SMILES: C(S([N:7]1[CH:11]([C:12]2[CH:17]=[CH:16][CH:15]=[CH:14][CH:13]=2)[CH2:10][C:9]2([CH2:22][CH2:21][N:20](C(OC(C)(C)C)=O)[CH2:19][CH2:18]2)[C:8]1=[O:30])=O)(C)(C)C.[ClH:31]>CO.O1CCOCC1>[ClH:31].[ClH:31].[C:12]1([CH:11]2[CH2:10][C:9]3([CH2:18][CH2:19][NH:20][CH2:21][CH2:22]3)[C:8](=[O:30])[NH:7]2)[CH:13]=[CH:14][CH:15]=[CH:16][CH:17]=1 |f:4.5.6|. Procedure details: To a solution of tert-butyl 2-(tert-butylsulfinyl)-1-oxo-3-phenyl-2,8-diazaspiro[4.5]decane-8-carboxylate (21 mg, 0.048 mmol) in methanol (4 mL) was added 4N HCl in dioxane (4 mL). After 24 h the reaction was concentrated give the title compound). MS: m/z=231.1 (M+1). The reactants are CC(C)OC(=O)N1CCC(Oc2ncnc3c2CCN3c2ccc(Br)cc2F)CC1, C1CCOC1, CCCC[Sn](CCCC)(CCCC)c1cccn1C. Yields the product CC(C)OC(=O)N1CCC(Oc2ncnc3c2CCN3c2ccc(-c3cccn3C)cc2F)CC1. As a reaction SMILES: [Br:1][c:2]1[cH:3][c:4]([F:30])[c:5]([N:8]2[CH2:9][CH2:10][c:11]3[c:12]2[n:13][cH:14][n:15][c:16]3[O:17][CH:18]2[CH2:19][CH2:20][N:21]([C:24](=[O:25])[O:26][CH:27]([CH3:28])[CH3:29])[CH2:22][CH2:23]2)[cH:6][cH:7]1.[CH2:50]1[O:51][CH2:52][CH2:53][CH2:54]1.[CH3:31][n:32]1[c:33]([Sn:37]([CH2:38][CH2:39][CH2:40][CH3:41])([CH2:42][CH2:43][CH2:44][CH3:45])[CH2:46][CH2:47][CH2:48][CH3:49])[cH:34][cH:35][cH:36]1>>[c:2]1(-[c:33]2[n:32]([CH3:31])[cH:36][cH:35][cH:34]2)[cH:3][c:4]([F:30])[c:5]([N:8]2[CH2:9][CH2:10][c:11]3[c:12]2[n:13][cH:14][n:15][c:16]3[O:17][CH:18]2[CH2:19][CH2:20][N:21]([C:24](=[O:25])[O:26][CH:27]([CH3:28])[CH3:29])[CH2:22][CH2:23]2)[cH:6][cH:7]1. Reactants: (η6-toluene)Ni(C6F5)2, C1CCOC1 (THF), ( 78/22 ), C12C=CC(CC1)C2.C(C2CO2)OC (Methyl Glycidyl Ether Norbornene). The solvent is C1(=CC=CC=C1)C (toluene), C1(=CC=CC=C1)C (toluene), C1(=CC=CC=C1)C (toluene), C1(=CC=CC=C1)C (toluene). Run at temperature 80 celsius. Yields the product C(CCC)C12C=CC(CC1)C2.C12C=CC(CC1)C2.C(C2CO2)OC (Butyl Norbornene Methyl Glycidyl Ether Norbornene). RXN SMILES: [CH:1]12[CH2:7][CH:4]([CH2:5][CH2:6]1)[CH:3]=[CH:2]2.[CH2:8]([O:12][CH3:13])[CH:9]1[O:11][CH2:10]1.[CH2:14]1[CH2:18]O[CH2:16][CH2:15]1>C1(C)C=CC=CC=1>[CH2:18]([C:1]12[CH2:7][CH:4]([CH2:5][CH2:6]1)[CH:3]=[CH:2]2)[CH2:14][CH2:15][CH3:16].[CH:1]12[CH2:7][CH:4]([CH2:5][CH2:6]1)[CH:3]=[CH:2]2.[CH2:8]([O:12][CH3:13])[CH:9]1[O:11][CH2:10]1 |f:0.1,4.5.6|. Reported procedure: BuNB (10.52 g, 0.07 mol), Methyl Glycidyl Ether Norbornene (AGENB, CAS 3188-75-8) (5.41 g, 0.03 mol), toluene (58.0 g) were added to a serum bottle in the drybox. The solution was stirred at 80° C. in an oil bath. To this solution were added a toluene solution (5 g) of (η6-toluene)Ni(C6F5)2 (0.69 g, 0.0014 mol). After the addition, the resulting mixture was maintained at room temperature for 4 hours. A toluene solution (87.0 g) was added to the reaction solution. The copolymer was precipitated b...